The task is: describe an organic reaction: reactants, conditions, products, and yield. This data is from the Open Reaction Database (ORD), a public repository of structured organic reaction records. Run at time 5 minute. The reactants are C(C(C)(C)C)I (neopentyl iodide), C(CC(O)(C(=O)O)CC(=O)O)(=O)O (citric acid), FC1=C(C=CC=C1)N1N=NC=2C1=NC(=C(C2)Br)OCC=2N(N=CN2)C (3-(2-fluorophenyl)-5-(2-methyl-2H-1,2,4-triazol-3-ylmethoxy)-6-bromo-1,2,3-triazolo[4,5-b]pyridine), O1C(=CC=C1)P(C=1OC=CC1)C=1OC=CC1 (tri-2-furylphosphine), organozinc, BrCCBr (1,2-dibromoethane). Yield: 41.0%. Reaction SMILES: BrCCBr.[CH2:5](I)[C:6]([CH3:9])([CH3:8])[CH3:7].[F:11][C:12]1[CH:17]=[CH:16][CH:15]=[CH:14][C:13]=1[N:18]1[C:22]2=[N:23][C:24]([O:28][CH2:29][C:30]3[N:31]([CH3:35])[N:32]=[CH:33][N:34]=3)=[C:25](Br)[CH:26]=[C:21]2[N:20]=[N:19]1.O1C=CC=C1P(C1OC=CC=1)C1OC=CC=1.C(O)(=O)CC(CC(O)=O)(C(O)=O)O>CN(C=O)C.O.[Zn].C1C=CC(/C=C/C(/C=C/C2C=CC=CC=2)=O)=CC=1.C1C=CC(/C=C/C(/C=C/C2C=CC=CC=2)=O)=CC=1.C1C=CC(/C=C/C(/C=C/C2C=CC=CC=2)=O)=CC=1.[Pd].[Pd]>[F:11][C:12]1[CH:17]=[CH:16][CH:15]=[CH:14][C:13]=1[N:18]1[C:22]2=[N:23][C:24]([O:28][CH2:29][C:30]3[N:31]([CH3:35])[N:32]=[CH:33][N:34]=3)=[C:25]([CH2:5][C:6]([CH3:9])([CH3:8])[CH3:7])[CH:26]=[C:21]2[N:20]=[N:19]1 |f:8.9.10.11.12|. Procedure: A suspension of acid washed zinc dust (0.12 g, 1.80 mmol) and 1,2-dibromoethane (0.015 ml, 10 mol %) in dry DMF (3 ml) was stirred at room temperature under nitrogen for 5 min then warmed to 40° C. A solution of neopentyl iodide (0.25 ml, 1.85 mmol) in dry DMF (1 ml) was added and the mixture was stirred at 40° C. for 3 h. A solution of 3-(2-fluorophenyl)-5-(2-methyl-2H-1,2,4-triazol-3-ylmethoxy)-6-bromo-1,2,3-triazolo[4,5-b]pyridine (0.15 g, 0.37 mmol) (Example 3, step c), tris(dibenzylideneace... The solvent is CN(C)C=O (DMF), CN(C)C=O (DMF), O (water), CN(C)C=O (DMF). Yields the product FC1=C(C=CC=C1)N1N=NC=2C1=NC(=C(C2)CC(C)(C)C)OCC=2N(N=CN2)C (3-(2-fluorophenyl)-5-(2-methyl-2H-1,2,4triazol-3-ylmethoxy)-6-(2,2-dimethylpropyl)-1,2,3-triazolo[4,5-b]pyridine). Reagents/catalysts: C=1C=CC(=CC1)/C=C/C(=O)/C=C/C2=CC=CC=C2.C=1C=CC(=CC1)/C=C/C(=O)/C=C/C2=CC=CC=C2.C=1C=CC(=CC1)/C=C/C(=O)/C=C/C2=CC=CC=C2.[Pd].[Pd] (tris(dibenzylideneacetone)dipalladium(0)), [Zn] (zinc). Reactants: OC1(CCCCC1)C=1C=CC(=NC1)OC (5-(1-hydroxycyclohexyl)-2methoxy pyridine), C(C1=CC=CC=C1)Br (benzyl bromide), C([O-])([O-])=O.[K+].[K+] (potassium carbonate). The solvent is C(C)#N (acetonitrile). The product is OC1(CCCCC1)C=1C=CC(N(C1)CC1=CC=CC=C1)=O (5-(1-Hydroxycyclohexyl)-1-(phenylmethyl)-2(1H)-pyridinone). Yield: 109.9%. As a reaction SMILES: [OH:1][C:2]1([C:8]2[CH:9]=[CH:10][C:11]([O:14]C)=[N:12][CH:13]=2)[CH2:7][CH2:6][CH2:5][CH2:4][CH2:3]1.[CH2:16](Br)[C:17]1[CH:22]=[CH:21][CH:20]=[CH:19][CH:18]=1.C(=O)([O-])[O-].[K+].[K+]>C(#N)C>[OH:1][C:2]1([C:8]2[CH:9]=[CH:10][C:11](=[O:14])[N:12]([CH2:16][C:17]3[CH:22]=[CH:21][CH:20]=[CH:19][CH:18]=3)[CH:13]=2)[CH2:3][CH2:4][CH2:5][CH2:6][CH2:7]1 |f:2.3.4|. Procedure: A mixture of 5-(1-hydroxycyclohexyl)-2methoxy pyridine (26.3 g), benzyl bromide (21.7 g) and potassium carbonate (35 g) was heated in 500 mL of refluxing acetonitrile for 17 hours. The mixture was cooled and filtered, and the solids were washed with methanol. The filtrate was concentrated to give 39.5 g of an oil. HPLC on silica gel (elution with ethyl acetate) afforded 20.8 g of solid. Starting materials: hydrate, O (water), C(C)(C)(C)OC(=O)N[C@H](C(CN[C@@H](CC(C)C)C(=O)N[C@@H](C(C)C)C(=O)N[C@@H](CC1=CC=CC=C1)C(=O)OC)O)CC(C)C (N-[N-[N-[(3S)-3-[[(t-butyloxy)carbonyl]amino]-2-hydroxy-5-methylhexyl]-L-leucyl]-L-valyl]-L-phenylalanine, methyl ester), ClCCl (dichloromethane), Cl (hydrogen chloride). Run in C(C)(=O)OCC (ethyl acetate). Conditions: time 1 hour. Yields the product Cl.Cl.N[C@H](C(CN[C@@H](CC(C)C)C(=O)N[C@@H](C(C)C)C(=O)N[C@@H](CC1=CC=CC=C1)C(=O)OC)O)CC(C)C (N-[N-[N-[(3S)-3-Amino-2-hydroxy-5-methylhexyl]-L-leucyl]-L-valyl]-L-phenylalanine, methyl ester, dihydrochloride). RXN SMILES: C(OC([NH:8][C@@H:9]([CH2:41][CH:42]([CH3:44])[CH3:43])[CH:10]([OH:40])[CH2:11][NH:12][C@H:13]([C:18]([NH:20][C@H:21]([C:25]([NH:27][C@H:28]([C:36]([O:38][CH3:39])=[O:37])[CH2:29][C:30]1[CH:35]=[CH:34][CH:33]=[CH:32][CH:31]=1)=[O:26])[CH:22]([CH3:24])[CH3:23])=[O:19])[CH2:14][CH:15]([CH3:17])[CH3:16])=O)(C)(C)C.[Cl:45]CCl.[ClH:48].O>C(OCC)(=O)C>[ClH:45].[ClH:48].[NH2:8][C@@H:9]([CH2:41][CH:42]([CH3:44])[CH3:43])[CH:10]([OH:40])[CH2:11][NH:12][C@H:13]([C:18]([NH:20][C@H:21]([C:25]([NH:27][C@H:28]([C:36]([O:38][CH3:39])=[O:37])[CH2:29][C:30]1[CH:35]=[CH:34][CH:33]=[CH:32][CH:31]=1)=[O:26])[CH:22]([CH3:24])[CH3:23])=[O:19])[CH2:14][CH:15]([CH3:16])[CH3:17] |f:5.6.7|. Procedure details: A solution of 250 mg of N-[N-[N-[(3S)-3-[[(t-butyloxy)carbonyl]amino]-2-hydroxy-5-methylhexyl]-L-leucyl]-L-valyl]-L-phenylalanine, methyl ester (slower isomer) (see example 6C) in 3 ml of ethyl acetate and 1.5 ml of dichloromethane was cooled in an ice bath under nitrogen, and then treated with anhydrous hydrogen chloride gas to saturation. Once the reaction was saturated, the ice bath was removed, the reaction was stoppered, and stirred at ambient temperature. After one hour, the reaction was c... Reactants: C(C)OC(=O)C=1C=NC2=CC(=C(C=C2C1NC1=C(C=CC=C1)C)Cl)Cl (Ethyl-6,7-dichloro-4-(2-methylanilino)-3-quinolinecarboxylate), [NH4+].[Cl-] (NH4Cl), N (NH3). Yields the product ClC=1C=C2C(=C(C=NC2=CC1Cl)C(=O)N)NC1=C(C=CC=C1)C (6,7-Dichloro-4-(2-methylanilino)-3-quinolinecarboxamide). RXN SMILES: C([O:3][C:4]([C:6]1[CH:7]=[N:8][C:9]2[C:14]([C:15]=1[NH:16][C:17]1[CH:22]=[CH:21][CH:20]=[CH:19][C:18]=1[CH3:23])=[CH:13][C:12]([Cl:24])=[C:11]([Cl:25])[CH:10]=2)=O)C.[NH4+:26].[Cl-].N>>[Cl:24][C:12]1[CH:13]=[C:14]2[C:9](=[CH:10][C:11]=1[Cl:25])[N:8]=[CH:7][C:6]([C:4]([NH2:26])=[O:3])=[C:15]2[NH:16][C:17]1[CH:22]=[CH:21][CH:20]=[CH:19][C:18]=1[CH3:23] |f:1.2|. Reported procedure: A mixture of Ethyl-6,7-dichloro-4-(2-methylanilino)-3-quinolinecarboxylate (0.050 g, mmol) and NH4Cl was heated in a pressure vessel with NH3-saturated methanol for five days. The mixture was evaporated and the residue was recrystallized from EtOH. The reactants are FC(C1=CC=C(CC(C#N)C#N)C=C1)(F)F ((4-(trifluoromethyl)benzyl)malononitrile), compound ( 77 ), [H-].[Na+] (sodium hydride), FC(S(=O)(=O)OCC(C(C(F)(F)F)(F)F)(F)F)(F)F (2,2,3,3,4,4,4-heptafluorobutyl trifluoromethanesulfonate). The solvent is CN(C=O)C (N,N-dimethylformamide). Product: FC(CC(C#N)(C#N)CC1=CC=C(C=C1)C(F)(F)F)(C(C(F)(F)F)(F)F)F (2-(2,2,3,3,4,4,4-heptafluorobutyl)-2-(4-(trifluoromethyl)benzyl)malononitrile). Isolated yield 8.1%. As a reaction SMILES: [F:1][C:2]([F:16])([F:15])[C:3]1[CH:14]=[CH:13][C:6]([CH2:7][CH:8]([C:11]#[N:12])[C:9]#[N:10])=[CH:5][CH:4]=1.[H-].[Na+].FC(F)(F)S(O[CH2:25][C:26]([F:35])([F:34])[C:27]([F:33])([F:32])[C:28]([F:31])([F:30])[F:29])(=O)=O>CN(C)C=O>[F:34][C:26]([F:35])([C:27]([F:32])([F:33])[C:28]([F:29])([F:31])[F:30])[CH2:25][C:8]([CH2:7][C:6]1[CH:5]=[CH:4][C:3]([C:2]([F:15])([F:16])[F:1])=[CH:14][CH:13]=1)([C:11]#[N:12])[C:9]#[N:10] |f:1.2|. Reported procedure: Using 0.50 g of (4-(trifluoromethyl)benzyl)malononitrile, 5 ml of N,N-dimethylformamide, 59 mg of sodium hydride (60% in oil), and 0.77 g of 2,2,3,3,4,4,4-heptafluorobutyl trifluoromethanesulfonate, and according to the process described in the Production Example 1, there was obtained 73 mg of 2-(2,2,3,3,4,4,4-heptafluorobutyl)-2-(4-(trifluoromethyl)benzyl)malononitrile (the present compound (77)). Starting materials: C1(CCCCCCCCCCC1)CO (cyclododecylmethanol), C1(CCCCCCCCCCC1)CBr (cyclododecylmethylbromide), halide, OCCN (2-hydroxyethylamine). Yields the product OCCNCC1CCCCCCCCCCC1 (N-(2-hydroxyethyl)-N-(cyclododecylmethyl)amine). Reaction SMILES: [CH:1]1([CH2:13]O)[CH2:12][CH2:11][CH2:10][CH2:9][CH2:8][CH2:7][CH2:6][CH2:5][CH2:4][CH2:3][CH2:2]1.C1(CBr)CCCCCCCCCCC1.[OH:29][CH2:30][CH2:31][NH2:32]>>[OH:29][CH2:30][CH2:31][NH:32][CH2:13][CH:1]1[CH2:2][CH2:3][CH2:4][CH2:5][CH2:6][CH2:7][CH2:8][CH2:9][CH2:10][CH2:11][CH2:12]1. Procedure details: Methyl cyclododecanecarboxylate was reduced according to Method B2b, Step 1 to give cyclododecylmethanol. The alcohol was converted to cyclododecylmethylbromide according to Method B2b, Step 2. The halide was reacted with 2-hydroxyethylamine according to Method B2b, Step 3 to give N-(2-hydroxyethyl)-N-(cyclododecylmethyl)amine. The alcohol was reacted with SOCl2 according to Method B7a to give N-(2-chloroethyl)-N-(cyclododecylmethyl)ammonium chloride. The chloroethylamine was reacted with 2-meth... Starting materials: C(C)(C)(C)OC(=O)N1CCC(CC1)CCN1C2=NC(=NC(=C2N=C1OC)N)OCCOC (4-{2-[6-Amino-8-methoxy-2-(2-methoxyethoxy)purin-9-yl]ethyl}-piperidine-1-carboxylic acid tert-butyl ester), FC(C(=O)O)(F)F (trifluoroacetic acid), FC(C(=O)O)(F)F (Trifluoroacetic acid), ClCC1=CC=C(CO)C=C1 (4-(chloromethyl)benzyl alcohol), C([O-])([O-])=O.[K+].[K+] (potassium carbonate). The solvent is CN(C)C=O (DMF). Conditions: time 20 minute. Product: NC1=C2N=C(N(C2=NC(=N1)OCCOC)CCC1CCN(CC1)CC1=CC=C(C=C1)CO)OC ([4-(4-{2-[6-Amino-8-methoxy-2-(2-methoxyethoxy)purin-9-yl]ethyl}-piperidin-1-ylmethyl)phenyl]methanol). The yield is 59.7%. As a reaction SMILES: C(O[C:6]([N:8]1[CH2:13][CH2:12][CH:11]([CH2:14][CH2:15][N:16]2[C:24]([O:25][CH3:26])=[N:23][C:22]3[C:17]2=[N:18][C:19]([O:28][CH2:29][CH2:30][O:31][CH3:32])=[N:20][C:21]=3[NH2:27])[CH2:10][CH2:9]1)=O)(C)(C)C.FC(F)(F)C(O)=O.ClC[C:42]1[CH:49]=[CH:48][C:45]([CH2:46][OH:47])=[CH:44][CH:43]=1.C(=O)([O-])[O-].[K+].[K+]>CN(C=O)C>[NH2:27][C:21]1[N:20]=[C:19]([O:28][CH2:29][CH2:30][O:31][CH3:32])[N:18]=[C:17]2[C:22]=1[N:23]=[C:24]([O:25][CH3:26])[N:16]2[CH2:15][CH2:14][CH:11]1[CH2:10][CH2:9][N:8]([CH2:6][C:42]2[CH:49]=[CH:48][C:45]([CH2:46][OH:47])=[CH:44][CH:43]=2)[CH2:13][CH2:12]1 |f:3.4.5|. Reported procedure: To the compound (0.84 g, 1.86 mmol) obtained in Example 9, Step (i) was added trifluoroacetic acid (12 ml), and the mixture was stirred at room temperature for 20 minutes. Trifluoroacetic acid was evaporated by an evaporator, and DMF (15 ml), 4-(chloromethyl)benzyl alcohol (0.32 g, 2.04 mmol), and potassium carbonate (1.28 g, 9.30 mmol) were added thereto, and the mixture was stirred at room temperature for 18 hours. The carbonate was removed by filtration, and the filtrate was concentrated. Wat...